Dataset: the Open Reaction Database (ORD), a public repository of structured organic reaction records. Task: describe an organic reaction: reactants, conditions, products, and yield The reactants are CS(=O)(=O)Cl, ClCCl, Cl, Cl, O=C1OC(COc2ccon2)CN1c1ccc(N2CCNCC2)c(F)c1, c1ccncc1. The product is CS(=O)(=O)N1CCN(c2ccc(N3CC(COc4ccon4)OC3=O)cc2F)CC1. RXN SMILES: [CH3:29][S:30]([Cl:31])(=[O:32])=[O:33].[Cl:40][CH2:41][Cl:42].[ClH:1].[ClH:2].[N:3]1([c:9]2[c:10]([F:28])[cH:11][c:12]([N:15]3[C:16](=[O:27])[O:17][CH:18]([CH2:20][O:21][c:22]4[n:23][o:24][cH:25][cH:26]4)[CH2:19]3)[cH:13][cH:14]2)[CH2:4][CH2:5][NH:6][CH2:7][CH2:8]1.[cH:34]1[cH:35][cH:36][n:37][cH:38][cH:39]1>>[N:3]1([c:9]2[c:10]([F:28])[cH:11][c:12]([N:15]3[C:16](=[O:27])[O:17][CH:18]([CH2:20][O:21][c:22]4[n:23][o:24][cH:25][cH:26]4)[CH2:19]3)[cH:13][cH:14]2)[CH2:4][CH2:5][N:6]([S:30]([CH3:29])(=[O:32])=[O:33])[CH2:7][CH2:8]1.